describe an organic reaction: reactants, conditions, products, and yield From a dataset of the Open Reaction Database (ORD), a public repository of structured organic reaction records. Reactants: Cl.CCOCC (HCl ether), C(C)(C)(C)OC([C@H](CCC(N)=O)N1C(C2=CC=CC(=C2C1=O)CNC(=O)OC(C)(C)C)=O)=O ((2S)-2-[4-(t-butoxycarbonylamino-methyl)-1,3-dioxo-1,3-dihydro-isoindol-2-yl]-4-carbamoyl-butyric acid t-butyl ester). The solvent is C(Cl)Cl (CH2Cl2). Conditions: time 5 hour. The product is Cl.C(C)(C)(C)OC([C@H](CCC(N)=O)N1C(C2=CC=CC(=C2C1=O)CN)=O)=O ((2S)-2-(4-aminomethyl-1,3-dioxo-1,3-dihydro-isoindol-2-yl)-4-carbamoyl butyric acid t-butyl ester hydrochloride). Isolated yield 97.0%. As a reaction SMILES: [ClH:1].CCOCC.[C:7]([O:11][C:12](=[O:39])[C@@H:13]([N:19]1[C:27](=[O:28])[C:26]2[C:21](=[CH:22][CH:23]=[CH:24][C:25]=2[CH2:29][NH:30]C(OC(C)(C)C)=O)[C:20]1=[O:38])[CH2:14][CH2:15][C:16](=[O:18])[NH2:17])([CH3:10])([CH3:9])[CH3:8]>C(Cl)Cl>[ClH:1].[C:7]([O:11][C:12](=[O:39])[C@@H:13]([N:19]1[C:27](=[O:28])[C:26]2[C:21](=[CH:22][CH:23]=[CH:24][C:25]=2[CH2:29][NH2:30])[C:20]1=[O:38])[CH2:14][CH2:15][C:16](=[O:18])[NH2:17])([CH3:10])([CH3:8])[CH3:9] |f:0.1,4.5|. Reported procedure: 2N HCl/ether (14 mL) was added to a stirred solution of (2S)-2-[4-(t-butoxycarbonylamino-methyl)-1,3-dioxo-1,3-dihydro-isoindol-2-yl]-4-carbamoyl-butyric acid t-butyl ester (2.5 g, 5.4 mmol) in CH2Cl2 (25 mL). The mixture was stirred for 5 hours. Solid was collected by filtration to give (2S)-2-(4-aminomethyl-1,3-dioxo-1,3-dihydro-isoindol-2-yl)-4-carbamoyl butyric acid t-butyl ester hydrochloride (2.1 g, 97%): 1H NMR (DMSO-d6) δ 1.37 (s, 9H), 2.08-2.37 (m, 4H), 4.47-4.51 (m, 2H), 4.73-4.79 (dd,... Starting materials: NC1=NC(=NC=C1N)C1=CC=C(C=C1)F (4,5-diamino-2-(4-fluorophenyl)pyrimidine), C(C)(C)(C)S(=O)(=O)N[C@H]1CC[C@H](CC1)C(=O)O (cis-4-tert-butylsulfonylaminocyclohexanecarboxylic acid). Yields the product C(C)(C)(C)S(=O)(=O)N[C@H]1CC[C@H](CC1)C1=NC2=NC(=NC=C2N1)C1=CC=C(C=C1)F (8-(cis-4-tert-butylsulfonylamino-cyclohexyl)-2-(4-fluorophenyl)purine). As a reaction SMILES: [NH2:1][C:2]1[C:7]([NH2:8])=[CH:6][N:5]=[C:4]([C:9]2[CH:14]=[CH:13][C:12]([F:15])=[CH:11][CH:10]=2)[N:3]=1.[C:16]([S:20]([NH:23][C@@H:24]1[CH2:29][CH2:28][C@H:27]([C:30](O)=O)[CH2:26][CH2:25]1)(=[O:22])=[O:21])([CH3:19])([CH3:18])[CH3:17]>>[C:16]([S:20]([NH:23][C@@H:24]1[CH2:25][CH2:26][C@H:27]([C:30]2[NH:8][C:7]3[C:2](=[N:3][C:4]([C:9]4[CH:10]=[CH:11][C:12]([F:15])=[CH:13][CH:14]=4)=[N:5][CH:6]=3)[N:1]=2)[CH2:28][CH2:29]1)(=[O:22])=[O:21])([CH3:19])([CH3:17])[CH3:18]. Procedure: By following the same procedure as described in Example 1 except that use was made of 4,5-diamino-2-(4-fluorophenyl)pyrimidine and cis-4-tert-butylsulfonylaminocyclohexanecarboxylic acid in place of 4-trifluoromethyl-1,2-phenylenediamine, the title compound was prepared. Starting materials: CN(C)C=O, CCCCCC, C#CC(O)CCCCC, CC[Si](Cl)(CC)CC, O, c1ccccc1, c1c[nH]cn1. Yields the product C#CC(CCCCC)O[Si](CC)(CC)CC. RXN SMILES: [CH3:15][N:16]([CH3:17])[CH:18]=[O:19].[CH3:29][CH2:30][CH2:31][CH2:32][CH2:33][CH3:34].[CH:1]#[C:2][CH:3]([CH2:4][CH2:5][CH2:6][CH2:7][CH3:8])[OH:9].[Cl:20][Si:21]([CH2:22][CH3:23])([CH2:24][CH3:25])[CH2:26][CH3:27].[OH2:28].[cH:35]1[cH:36][cH:37][cH:38][cH:39][cH:40]1.[nH:10]1[cH:11][cH:12][n:13][cH:14]1>>[CH:1]#[C:2][CH:3]([CH2:4][CH2:5][CH2:6][CH2:7][CH3:8])[O:9][Si:21]([CH2:22][CH3:23])([CH2:24][CH3:25])[CH2:26][CH3:27]. Starting materials: N[C@@H](CCCNC(N)=N)C(=O)N (Arg-NH2), CN1CCOCC1 (NMM), N([C@H](CC1=CC=CC=C1)C(=O)N1[C@H](C(=O)O)CCC1)C(=O)OCC1C2=CC=CC=C2C2=CC=CC=C12 (Fmoc-D-Phe-Pro), C=1C=CC2=C(C1)N=NN2O (HOBt), C1CCC(CC1)N=C=NC2CCCCC2 (DCC). Solvent: CC(=O)O (CH3COOH), CN(C)C=O (DMF). Reaction conditions: time 30 minute. Yields the product C(=O)(OCC1C2=CC=CC=C2C2=CC=CC=C12)N[C@H](CC1=CC=CC=C1)C(=O)N1[C@H](C(=O)N[C@@H](CCCNC(N)=N)C(=O)N)CCC1 (N(alpha)-Fmoc-D-Phenylalanyl-L-prolyl-L-argininamide). As a reaction SMILES: [NH:1]([C:20]([O:22][CH2:23][CH:24]1[C:36]2[C:31](=[CH:32][CH:33]=[CH:34][CH:35]=2)[C:30]2[C:25]1=[CH:26][CH:27]=[CH:28][CH:29]=2)=[O:21])[C@@H:2]([C:10]([N:12]1[CH2:19][CH2:18][CH2:17][C@H:13]1[C:14](O)=[O:15])=[O:11])[CH2:3][C:4]1[CH:9]=[CH:8][CH:7]=[CH:6][CH:5]=1.C1C=CC2N(O)N=NC=2C=1.C1CCC(N=C=NC2CCCCC2)CC1.[NH2:62][C@H:63]([C:71]([NH2:73])=[O:72])[CH2:64][CH2:65][CH2:66][NH:67][C:68](=[NH:70])[NH2:69].CN1CCOCC1>CN(C=O)C.CC(O)=O>[C:20]([NH:1][C@@H:2]([C:10]([N:12]1[CH2:19][CH2:18][CH2:17][C@H:13]1[C:14]([NH:62][C@H:63]([C:71]([NH2:73])=[O:72])[CH2:64][CH2:65][CH2:66][NH:67][C:68](=[NH:69])[NH2:70])=[O:15])=[O:11])[CH2:3][C:4]1[CH:5]=[CH:6][CH:7]=[CH:8][CH:9]=1)([O:22][CH2:23][CH:24]1[C:25]2[C:30](=[CH:29][CH:28]=[CH:27][CH:26]=2)[C:31]2[C:36]1=[CH:35][CH:34]=[CH:33][CH:32]=2)=[O:21]. Procedure: 1.45 g of Fmoc-D-Phe-Pro (3 mmol) and 405 mg of HOBt were dissolved in 40 ml of DMF and, at 0oC, 630 mg of DCC were added, and then the mixture was stirred at 0oC for 30 minutes and at room temperature for 30 min. Then 880 mg of Arg-NH2 × 2 CH3COOH and 630 pl of NMM were added. After 12 hours, insolubles were filtered off, the DMF was evaporated off, and the oily residue was taken up chloroform. The organic phase was extracted by shaking three times with saturated sodium bicarbonate solution and... The reactants are COC(C1=CC(=NC(=C1)C1OCCCO1)Cl)=O (2-chloro-6-[1,3]dioxan-2-yl-isonicotinic acid methyl ester), C1(=CC=CC=C1)P(C1=C(C2=CC=CC=C2C=C1)C1=C(C=CC2=CC=CC=C12)P(C1=CC=CC=C1)C1=CC=CC=C1)C1=CC=CC=C1 (racemic 2,2′-bis(diphenylphosphino)-1,1′-binaphthyl), C([O-])([O-])=O.[Cs+].[Cs+] (cesium carbonate), [C@H](C)(CC)N ((S)-(+)-sec-butylamine). The reagents and catalysts are C(C)(=O)[O-].[Pd+2].C(C)(=O)[O-] (palladium (II) acetate). The solvent is C1(=CC=CC=C1)C (toluene), C(C)OCC (diethyl ether). Product: COC(C1=CC(=NC(=C1)C1OCCCO1)N[C@@H](C)CC)=O ((S)-2-sec-Butylamino-6-[1,3]dioxan-2-yl-isonicotinic acid methyl ester). Isolated yield 68.0%. RXN SMILES: [CH3:1][O:2][C:3](=[O:17])[C:4]1[CH:9]=[C:8]([CH:10]2[O:15][CH2:14][CH2:13][CH2:12][O:11]2)[N:7]=[C:6](Cl)[CH:5]=1.C1(P(C2C=CC=CC=2)C2C=CC3C(=CC=CC=3)C=2C2C3C(=CC=CC=3)C=CC=2P(C2C=CC=CC=2)C2C=CC=CC=2)C=CC=CC=1.C(=O)([O-])[O-].[Cs+].[Cs+].[C@@H:70]([NH2:74])([CH2:72][CH3:73])[CH3:71]>C1(C)C=CC=CC=1.C(OCC)C.C([O-])(=O)C.[Pd+2].C([O-])(=O)C>[CH3:1][O:2][C:3](=[O:17])[C:4]1[CH:9]=[C:8]([CH:10]2[O:15][CH2:14][CH2:13][CH2:12][O:11]2)[N:7]=[C:6]([NH:74][C@H:70]([CH2:72][CH3:73])[CH3:71])[CH:5]=1 |f:2.3.4,8.9.10|. Procedure: Dissolve 2-chloro-6-[1,3]dioxan-2-yl-isonicotinic acid methyl ester (150 mg, 0.6 mmol), palladium (II) acetate (7.0 mg, 0.03 mmol), racemic 2,2′-bis(diphenylphosphino)-1,1′-binaphthyl (20 mg, 0.03 mmol) and cesium carbonate (482 mg, 1.3 mmol) in toluene (2 mL) in a previously degassed sealed vessel. Flush the mixture with nitrogen gas. Add (S)-(+)-sec-butylamine (0.074 mL, 0.74 mmol) and heat the sealed mixture overnight at 100° C. Cool to room temperature, dilute with diethyl ether and filter t... The reactants are CN1C(CC[C@@]2(C3=C(CC[C@@H]12)C=C(C=C3)Br)C)=O ((+)-(4aR)-(10bR)-4-methyl-8-bromo-10b-methyl-1,2,3,4,4a,5,6,10b-octahydrobenzo[f]quinolin-3-one), C(C)(C)(C)C(=O)NC1=CC=C(C=C1)B(O)O (4-t-butylcarbonylaminophenylboronic acid), C([O-])([O-])=O.[Na+].[Na+] (sodium carbonate), C1CCOC1 (THF). Reagents/catalysts: [Pd].C1(=CC=CC=C1)P(C1=CC=CC=C1)C1=CC=CC=C1.C1(=CC=CC=C1)P(C1=CC=CC=C1)C1=CC=CC=C1.C1(=CC=CC=C1)P(C1=CC=CC=C1)C1=CC=CC=C1.C1(=CC=CC=C1)P(C1=CC=CC=C1)C1=CC=CC=C1 (tetrakis (triphenylphosphine) palladium (0)). Run in C(Cl)(Cl)Cl (chloroform). Yields the product CN1C(CC[C@@]2(C3=C(CC[C@@H]12)C=C(C=C3)C3=CC=C(C=C3)NC(=O)C(C)(C)C)C)=O ((+)-(4aR)-(10bR)-4-methyl-8-(4-t-butylcarbonylaminophenyl)-10b-methyl-1,2,3,4,4a,5,6,10b-octahydrobenzo [f]quinolin-3-one). Yield: 40.0%. RXN SMILES: [CH3:1][N:2]1[C@H:11]2[C@@:6]([CH3:17])([C:7]3[CH:15]=[CH:14][C:13](Br)=[CH:12][C:8]=3[CH2:9][CH2:10]2)[CH2:5][CH2:4][C:3]1=[O:18].[C:19]([C:23]([NH:25][C:26]1[CH:31]=[CH:30][C:29](B(O)O)=[CH:28][CH:27]=1)=[O:24])([CH3:22])([CH3:21])[CH3:20].C(=O)([O-])[O-].[Na+].[Na+].C1COCC1>C(Cl)(Cl)Cl.[Pd].C1(P(C2C=CC=CC=2)C2C=CC=CC=2)C=CC=CC=1.C1(P(C2C=CC=CC=2)C2C=CC=CC=2)C=CC=CC=1.C1(P(C2C=CC=CC=2)C2C=CC=CC=2)C=CC=CC=1.C1(P(C2C=CC=CC=2)C2C=CC=CC=2)C=CC=CC=1>[CH3:1][N:2]1[C@H:11]2[C@@:6]([CH3:17])([C:7]3[CH:15]=[CH:14][C:13]([C:29]4[CH:30]=[CH:31][C:26]([NH:25][C:23]([C:19]([CH3:22])([CH3:21])[CH3:20])=[O:24])=[CH:27][CH:28]=4)=[CH:12][C:8]=3[CH2:9][CH2:10]2)[CH2:5][CH2:4][C:3]1=[O:18] |f:2.3.4,7.8.9.10.11|. Reported procedure: A 15 mL round bottom flask was charged with (+)-(4aR)-(10bR)-4-methyl-8-bromo-10b-methyl-1,2,3,4,4a,5,6,10b-octahydrobenzo[f]quinolin-3-one (200 mg, 0.65 mmol), tetrakis (triphenylphosphine) palladium (0) (50 mg, 0.04 mmol), 4-t-butylcarbonylaminophenylboronic acid (172 mg, 0.78 mmol), 0.65 mL of 2M sodium carbonate solution and 2 mL of THF, fitted with a reflux condenser, and the stirred mixture was heated at 80°, under nitrogen, for 24 h. The mixture was cooled, diluted with chloroform (50 mL)... Reactants: B, COc1cc2nccc(Oc3cc(C)c(NC(=O)COc4c(OC)cccc4OC)cc3C)c2cc1OC, Cl, [Na+], C1CCOC1, C1CCOC1, [OH-]. The product is COc1cc2nccc(Oc3cc(C)c(NCCOc4c(OC)cccc4OC)cc3C)c2cc1OC. As a reaction SMILES: [BH3:44].[CH3:1][O:2][c:3]1[cH:4][c:5]2[c:6]([O:15][c:16]3[cH:17][c:18]([CH3:38])[c:19]([NH:23][C:24]([CH2:25][O:26][c:27]4[c:28]([O:35][CH3:36])[cH:29][cH:30][cH:31][c:32]4[O:33][CH3:34])=[O:37])[cH:20][c:21]3[CH3:22])[cH:7][cH:8][n:9][c:10]2[cH:11][c:12]1[O:13][CH3:14].[ClH:45].[Na+:47].[O:39]1[CH2:40][CH2:41][CH2:42][CH2:43]1.[O:48]1[CH2:49][CH2:50][CH2:51][CH2:52]1.[OH-:46]>>[CH3:1][O:2][c:3]1[cH:4][c:5]2[c:6]([O:15][c:16]3[cH:17][c:18]([CH3:38])[c:19]([NH:23][CH2:24][CH2:25][O:26][c:27]4[c:28]([O:35][CH3:36])[cH:29][cH:30][cH:31][c:32]4[O:33][CH3:34])[cH:20][c:21]3[CH3:22])[cH:7][cH:8][n:9][c:10]2[cH:11][c:12]1[O:13][CH3:14].